This data is from the Open Reaction Database (ORD), a public repository of structured organic reaction records. The task is: describe an organic reaction: reactants, conditions, products, and yield Reactants: O=C(c1ccncc1)c1cc(Cl)ccc1NS(=O)(=O)c1ccc(Br)cc1, CN(C)C=O, [Na+], [Na+], O=C([O-])[O-], c1ccc(P(c2ccccc2)(c2ccccc2)[Pd](P(c2ccccc2)(c2ccccc2)c2ccccc2)(P(c2ccccc2)(c2ccccc2)c2ccccc2)P(c2ccccc2)(c2ccccc2)c2ccccc2)cc1, OB(O)c1ccoc1. Product: O=C(c1ccncc1)c1cc(Cl)ccc1NS(=O)(=O)c1ccc(-c2ccoc2)cc1. As a reaction SMILES: [Br:1][c:2]1[cH:3][cH:4][c:5]([S:8](=[O:9])(=[O:10])[NH:11][c:12]2[c:13]([C:19](=[O:20])[c:21]3[cH:22][cH:23][n:24][cH:25][cH:26]3)[cH:14][c:15]([Cl:18])[cH:16][cH:17]2)[cH:6][cH:7]1.[CH3:41][N:42]([CH3:43])[CH:44]=[O:45].[Na+:27].[Na+:28].[O-:29][C:30](=[O:31])[O-:32].[cH:46]1[cH:47][cH:48][c:49]([P:50]([Pd:51]([P:52]([c:53]2[cH:54][cH:55][cH:56][cH:57][cH:58]2)([c:59]2[cH:60][cH:61][cH:62][cH:63][cH:64]2)[c:65]2[cH:66][cH:67][cH:68][cH:69][cH:70]2)([P:71]([c:72]2[cH:73][cH:74][cH:75][cH:76][cH:77]2)([c:78]2[cH:79][cH:80][cH:81][cH:82][cH:83]2)[c:84]2[cH:85][cH:86][cH:87][cH:88][cH:89]2)[P:90]([c:91]2[cH:92][cH:93][cH:94][cH:95][cH:96]2)([c:97]2[cH:98][cH:99][cH:100][cH:101][cH:102]2)[c:103]2[cH:104][cH:105][cH:106][cH:107][cH:108]2)([c:109]2[cH:110][cH:111][cH:112][cH:113][cH:114]2)[c:115]2[cH:116][cH:117][cH:118][cH:119][cH:120]2)[cH:121][cH:122]1.[o:33]1[cH:34][c:35]([B:38]([OH:39])[OH:40])[cH:36][cH:37]1>>[c:2]1(-[c:35]2[cH:34][o:33][cH:37][cH:36]2)[cH:3][cH:4][c:5]([S:8](=[O:9])(=[O:10])[NH:11][c:12]2[c:13]([C:19](=[O:20])[c:21]3[cH:22][cH:23][n:24][cH:25][cH:26]3)[cH:14][c:15]([Cl:18])[cH:16][cH:17]2)[cH:6][cH:7]1. Yield: 83.2%. The reactants are resultant mixture, aqueous solution, F[Sb-](F)(F)(F)(F)F.[Na+] (sodium hexafluoroantimonate), [O-]S(=O)(=O)C(F)(F)F.C(CCC)C1=CC=C(C=C1)N(C=1C=C(C=CC1)[SH+]CCC1=CC=CC=C1)C1=CC=C(C=C1)\C=C\C1=CC=C(C=C1)N(C1=CC(=CC=C1)[SH+]CCC1=CC=CC=C1)C1=CC=C(C=C1)CCCC.[O-]S(=O)(=O)C(F)(F)F (trans-[3-((4-butylphenyl){4-[2-(4-{(4-butylphenyl)[3-((benzyl) methylsulfonio)phenyl]amino}phenyl)vinyl]phenyl}amino)phenyl]((benzyl)methyl)sulfonium triflate). Reaction conditions: temperature 0 celsius. The product is F[Sb-](F)(F)(F)(F)F.C(CCC)C1=CC=C(C=C1)N(C=1C=C(C=CC1)[SH+]CCC1=CC=CC=C1)C1=CC=C(C=C1)\C=C\C1=CC=C(C=C1)N(C1=CC(=CC=C1)[SH+]CCC1=CC=CC=C1)C1=CC=C(C=C1)CCCC.F[Sb-](F)(F)(F)(F)F (trans-[3-((4-butylphenyl){4-[2-(4-{(4-butylphenyl)[3-((benzyl)methylsulfonio)phenyl]amino}phenyl)vinyl]phenyl}amino)phenyl]((benzyl)methyl)sulfonium hexafluoroantimonate). The solvent is CC(=O)C (acetone), CC(=O)C (acetone). As a reaction SMILES: [O-]S(C(F)(F)F)(=O)=O.[CH2:9]([C:13]1[CH:18]=[CH:17][C:16]([N:19]([C:35]2[CH:40]=[CH:39][C:38](/[CH:41]=[CH:42]/[C:43]3[CH:48]=[CH:47][C:46]([N:49]([C:65]4[CH:70]=[CH:69][C:68]([CH2:71][CH2:72][CH2:73][CH3:74])=[CH:67][CH:66]=4)[C:50]4[CH:55]=[CH:54][CH:53]=[C:52]([SH+:56][CH2:57][CH2:58][C:59]5[CH:64]=[CH:63][CH:62]=[CH:61][CH:60]=5)[CH:51]=4)=[CH:45][CH:44]=3)=[CH:37][CH:36]=2)[C:20]2[CH:21]=[C:22]([SH+:26][CH2:27][CH2:28][C:29]3[CH:34]=[CH:33][CH:32]=[CH:31][CH:30]=3)[CH:23]=[CH:24][CH:25]=2)=[CH:15][CH:14]=1)[CH2:10][CH2:11][CH3:12].[O-]S(C(F)(F)F)(=O)=O.[F:83][Sb-:84]([F:89])([F:88])([F:87])([F:86])[F:85].[Na+]>CC(C)=O>[F:83][Sb-:84]([F:89])([F:88])([F:87])([F:86])[F:85].[CH2:71]([C:68]1[CH:67]=[CH:66][C:65]([N:49]([C:46]2[CH:47]=[CH:48][C:43](/[CH:42]=[CH:41]/[C:38]3[CH:39]=[CH:40][C:35]([N:19]([C:16]4[CH:17]=[CH:18][C:13]([CH2:9][CH2:10][CH2:11][CH3:12])=[CH:14][CH:15]=4)[C:20]4[CH:25]=[CH:24][CH:23]=[C:22]([SH+:26][CH2:27][CH2:28][C:29]5[CH:30]=[CH:31][CH:32]=[CH:33][CH:34]=5)[CH:21]=4)=[CH:36][CH:37]=3)=[CH:44][CH:45]=2)[C:50]2[CH:51]=[C:52]([SH+:56][CH2:57][CH2:58][C:59]3[CH:64]=[CH:63][CH:62]=[CH:61][CH:60]=3)[CH:53]=[CH:54][CH:55]=2)=[CH:70][CH:69]=1)[CH2:72][CH2:73][CH3:74].[F:83][Sb-:84]([F:89])([F:88])([F:87])([F:86])[F:85] |f:0.1.2,3.4,6.7.8|. Procedure: trans-[3-((4-butylphenyl){4-[2-(4-{(4-butylphenyl)[3-((benzyl)methylsulfonio)phenyl]amino}phenyl)vinyl]phenyl}amino)phenyl]((benzyl)methyl)sulfonium triflate (20) (0.85 g 0.81 mmol) was dissolved in acetone (10 ml). To this solution was added 10 ml of an aqueous solution of sodium hexafluoroantimonate (0.84 g, 3.25 mmol). The resultant mixture was stirred two days with slow evaporation of acetone in the dark at room temperature. The mixture was allowed to cool at 0° C., the yellow oil that forme... Isolated yield 91.9%. As a reaction SMILES: [OH:1][C:2]1[CH:11]=[CH:10][C:5]2[C:6](=O)[CH2:7][O:8][C:4]=2[CH:3]=1.[H-].[Al+3].[Li+].[H-].[H-].[H-].[Cl-].[NH4+].C(OCC)(=O)C>O1CCCC1>[O:8]1[C:4]2[CH:3]=[C:2]([OH:1])[CH:11]=[CH:10][C:5]=2[CH2:6][CH2:7]1 |f:1.2.3.4.5.6,7.8|. Product: O1CCC2=C1C=C(C=C2)O (2,3-Dihydro-benzofuran-6-ol). Conditions: temperature 0 celsius, time 2 hour. Reactants: [H-].[Al+3].[Li+].[H-].[H-].[H-] (Lithium aluminium hydride), solution, OC1=CC2=C(C(CO2)=O)C=C1 (6-Hydroxy-2H-benzofuran-3-one), [Cl-].[NH4+] (ammonium chloride), C(C)(=O)OCC (Ethyl acetate). Procedure details: 6-Hydroxy-2H-benzofuran-3-one (3 g) was suspended in anhydrous tetrahydrofuran under an argon atmosphere and cooled to 0° C. Lithium aluminium hydride (20 ml of a 1M solution in tetrahydrofuran) was added dropwise over 10 min and the reaction allowed to reach room temperature over 2 hours. The reaction was cooled to 0° C. and treated dropwise with saturated ammonium chloride solution. Ethyl acetate (200 ml) was added and the mixture filtered through Celite. The ethyl acetate layer was separated,... Run in O1CCCC1 (tetrahydrofuran), O1CCCC1 (tetrahydrofuran). The reactants are PdCl2(dppf)CH2Cl2, C(C)(C)(C)OC(=O)N1C(CCC1)C=1NC(=CN1)C=1C=CC2=C(OC3=C2C=CC(=C3)Br)C1 (2-[5-(7-Bromo-dibenzofuran-3-yl)-1H-imidazol-2-yl]-pyrrolidine-1-carboxylic acid tert-butyl ester), C(C)(C)(C)OC(=O)N1C(CCC1)C1=NC2=C(N1)C=C(C=C2)B2OC(C(O2)(C)C)(C)C (2-[6-(4,4,5,5-Tetramethyl-[1,3,2]dioxaborolan-2-yl)-1H-benzoimidazol-2-yl]-pyrrolidine-1-carboxylic acid tert-butyl ester), C([O-])([O-])=O.[K+].[K+] (potassium carbonate). Reagents/catalysts: C=1C=CC(=CC1)[P](C=2C=CC=CC2)(C=3C=CC=CC3)[Pd]([P](C=4C=CC=CC4)(C=5C=CC=CC5)C=6C=CC=CC6)([P](C=7C=CC=CC7)(C=8C=CC=CC8)C=9C=CC=CC9)[P](C=1C=CC=CC1)(C=1C=CC=CC1)C=1C=CC=CC1 (Pd(PPh3)4). Run in CCOC(=O)C (EtOAc), COCCOC (DME), O (water). Reaction conditions: temperature 90 celsius. Yields the product C(C)(C)(C)OC(=O)N1C(CCC1)C=1NC(=CN1)C=1C=CC2=C(OC3=C2C=CC(=C3)C3=CC2=C(N=C(N2)C2N(CCC2)C(=O)OC(C)(C)C)C=C3)C1 (2-(5-{7-[2-(1-t-butoxycarbonyl-pyrrolidin-2-yl)-3H-benzoimidazol-5-yl]-dibenzofuran-3-yl}-1H-imidazol-2-yl)-pyrrolidine-1-carboxylic acid tert-butyl ester). The yield is 46.3%. Reaction SMILES: [C:1]([O:5][C:6]([N:8]1[CH2:12][CH2:11][CH2:10][CH:9]1[C:13]1[NH:14][C:15]([C:18]2[CH:19]=[CH:20][C:21]3[C:25]4[CH:26]=[CH:27][C:28](Br)=[CH:29][C:24]=4[O:23][C:22]=3[CH:31]=2)=[CH:16][N:17]=1)=[O:7])([CH3:4])([CH3:3])[CH3:2].[C:32]([O:36][C:37]([N:39]1[CH2:43][CH2:42][CH2:41][CH:40]1[C:44]1[NH:48][C:47]2[CH:49]=[C:50](B3OC(C)(C)C(C)(C)O3)[CH:51]=[CH:52][C:46]=2[N:45]=1)=[O:38])([CH3:35])([CH3:34])[CH3:33].C(=O)([O-])[O-].[K+].[K+]>COCCOC.O.CCOC(C)=O.C1C=CC([P]([Pd]([P](C2C=CC=CC=2)(C2C=CC=CC=2)C2C=CC=CC=2)([P](C2C=CC=CC=2)(C2C=CC=CC=2)C2C=CC=CC=2)[P](C2C=CC=CC=2)(C2C=CC=CC=2)C2C=CC=CC=2)(C2C=CC=CC=2)C2C=CC=CC=2)=CC=1>[C:1]([O:5][C:6]([N:8]1[CH2:12][CH2:11][CH2:10][CH:9]1[C:13]1[NH:14][C:15]([C:18]2[CH:19]=[CH:20][C:21]3[C:25]4[CH:26]=[CH:27][C:28]([C:50]5[CH:51]=[CH:52][C:46]6[N:45]=[C:44]([CH:40]7[CH2:41][CH2:42][CH2:43][N:39]7[C:37]([O:36][C:32]([CH3:33])([CH3:34])[CH3:35])=[O:38])[NH:48][C:47]=6[CH:49]=5)=[CH:29][C:24]=4[O:23][C:22]=3[CH:31]=2)=[CH:16][N:17]=1)=[O:7])([CH3:4])([CH3:3])[CH3:2] |f:2.3.4,^1:84,86,105,124|. Procedure: To the solution of 2-[5-(7-Bromo-dibenzofuran-3-yl)-1H-imidazol-2-yl]-pyrrolidine-1-carboxylic acid tert-butyl ester (124 mg, 0.26 mmol) and 2-[6-(4,4,5,5-Tetramethyl-[1,3,2]dioxaborolan-2-yl)-1H-benzoimidazol-2-yl]-pyrrolidine-1-carboxylic acid tert-butyl ester (107 mg, 0.26 mmol) in DME (2.25 ml) and water (0.75 ml) was added potassium carbonate (72 mg, 0.52 mmol), followed by Pd(PPh3)4 (15 mg) and PdCl2(dppf)CH2Cl2 (15 mg). The mixture was heated at 90° C. for 6 hours. The mixture was diluted... The reactants are O1C(CCCC1)OC1CNCCN(C1)CC1=CN=CC(=N1)NC1=NN(C=C1)COCC[Si](C)(C)C (6-((6-(tetrahydro-2H-pyran-2-yloxy)-1,4-diazepan-1-yl)methyl)-N-(1-((2-(trimethylsilyl)ethoxy)methyl)-1H-pyrazol-3-yl)pyrazin-2-amine), FC1=C(C(=O)O)C=CC=C1C(F)(F)F (2-fluoro-3-(trifluoromethyl)benzoic acid), FC(C(=O)O)(F)F (trifluoroacetic acid). Yields the product FC1=C(C(=O)N2CCN(CC(C2)O)CC2=CN=CC(=N2)NC2=NNC=C2)C=CC=C1C(F)(F)F (6-((4-(2-fluoro-3-(trifluoromethyl)benzoyl)-6-hydroxy-1,4-diazepan-1-yl)methyl)-N-1H-pyrazol-3-ylpyrazin-2-amine). Reaction SMILES: O1CCCCC1[O:7][CH:8]1[CH2:14][N:13]([CH2:15][C:16]2[N:21]=[C:20]([NH:22][C:23]3[CH:27]=[CH:26][N:25](COCC[Si](C)(C)C)[N:24]=3)[CH:19]=[N:18][CH:17]=2)[CH2:12][CH2:11][NH:10][CH2:9]1.[F:36][C:37]1[C:45]([C:46]([F:49])([F:48])[F:47])=[CH:44][CH:43]=[CH:42][C:38]=1[C:39](O)=[O:40].FC(F)(F)C(O)=O>>[F:36][C:37]1[C:45]([C:46]([F:47])([F:48])[F:49])=[CH:44][CH:43]=[CH:42][C:38]=1[C:39]([N:10]1[CH2:9][CH:8]([OH:7])[CH2:14][N:13]([CH2:15][C:16]2[N:21]=[C:20]([NH:22][C:23]3[CH:27]=[CH:26][NH:25][N:24]=3)[CH:19]=[N:18][CH:17]=2)[CH2:12][CH2:11]1)=[O:40]. Reported procedure: The amidation reaction was performed in the same manner as in Example 3-(2) using 6-((6-(tetrahydro-2H-pyran-2-yloxy)-1,4-diazepan-1-yl)methyl)-N-(1-((2-(trimethylsilyl)ethoxy)methyl)-1H-pyrazol-3-yl)pyrazin-2-amine and 2-fluoro-3-(trifluoromethyl)benzoic acid. Next, the deprotection reaction was performed in the same manner as in Example 16-(4) using trifluoroacetic acid to give the title compound.